This data is from the Open Reaction Database (ORD), a public repository of structured organic reaction records. The task is: describe an organic reaction: reactants, conditions, products, and yield Reactants: O (Water), FC(C(=O)NCC1=CC=C(C=C1)CO)(F)F (2,2,2-Trifluoro-N-(4-hydroxymethyl-benzyl)-acetamide), ClC1=NC=CC(=N1)N (2-Chloropyrimidin-4-amine), [H-].[Na+] (NaH). The solvent is CC(=O)N(C)C (dimethylacetamide). Conditions: temperature 90 celsius. Product: NC1=NC(=NC=C1)OCC1=CC=C(CNC(C(F)(F)F)=O)C=C1 (N-(4-((4-Aminopyrimidin-2-yloxy)methyl)benzyl)-2,2,2-trifluoroacetamide). Reaction SMILES: [F:1][C:2]([F:16])([F:15])[C:3]([NH:5][CH2:6][C:7]1[CH:12]=[CH:11][C:10]([CH2:13][OH:14])=[CH:9][CH:8]=1)=[O:4].[H-].[Na+].Cl[C:20]1[N:25]=[C:24]([NH2:26])[CH:23]=[CH:22][N:21]=1.O>CC(N(C)C)=O>[NH2:26][C:24]1[CH:23]=[CH:22][N:21]=[C:20]([O:14][CH2:13][C:10]2[CH:11]=[CH:12][C:7]([CH2:6][NH:5][C:3](=[O:4])[C:2]([F:15])([F:16])[F:1])=[CH:8][CH:9]=2)[N:25]=1 |f:1.2|. Procedure: 760 mg (3.25 mmol) 2,2,2-Trifluoro-N-(4-hydroxymethyl-benzyl)-acetamide is dissolved in 3 mL dry dimethylacetamide under argon atmosphere, and 273 mg (8.15 mmol) NaH is added over 5 min. 211 mg (1.63 mmol) 2-Chloropyrimidin-4-amine is then added and the solution stirred at 90° C. over night. 1 mL Water is added carefully to quench all excess NaH, and the mixture poured into 50 ml of 0.5 N HCl. The crude product is extracted with ethyl acetate, the combined organic phases washed with brine and dr... The reactants are ClCC=1N=C(SC1)C1=CC=C(C=C1)Cl (4-(chloromethyl)-2-(4-chlorophenyl)-1,3-thiazole), C([O-])(O)=O.[Na+] (sodium bicarbonate), ClC=1C(=C(C2=C(NC(NC2=O)=O)N1)C1=CC=CC=C1)C#N (7-Chloro-2,4-dioxo-5-phenyl-1,2,3,4-tetrahydropyrido[2,3-d]pyrimidine-6-carbonitrile), [S-2].[Na+].[Na+] (sodium sulfide). The solvent is CN(C)C=O (DMF), O (Water), CN(C)C=O (DMF). Conditions: time 8 hour. Yields the product ClC1=CC=C(C=C1)C=1SC=C(N1)CSC=1C(=C(C2=C(NC(NC2=O)=O)N1)C1=CC=CC=C1)C#N (7-({[2-(4-Chlorophenyl)-1,3-thiazol-4-yl]methyl}thio)-2,4-dioxo-5-phenyl-1,2,3,4-tetrahydropyrido[2,3-d]pyrimidine-6-carbonitrile). As a reaction SMILES: Cl[C:2]1[C:3]([C:20]#[N:21])=[C:4]([C:14]2[CH:19]=[CH:18][CH:17]=[CH:16][CH:15]=2)[C:5]2[C:10](=[O:11])[NH:9][C:8](=[O:12])[NH:7][C:6]=2[N:13]=1.[S-2:22].[Na+].[Na+].Cl[CH2:26][C:27]1[N:28]=[C:29]([C:32]2[CH:37]=[CH:36][C:35]([Cl:38])=[CH:34][CH:33]=2)[S:30][CH:31]=1.C(=O)(O)[O-].[Na+]>CN(C=O)C.O>[Cl:38][C:35]1[CH:36]=[CH:37][C:32]([C:29]2[S:30][CH:31]=[C:27]([CH2:26][S:22][C:2]3[C:3]([C:20]#[N:21])=[C:4]([C:14]4[CH:19]=[CH:18][CH:17]=[CH:16][CH:15]=4)[C:5]4[C:10](=[O:11])[NH:9][C:8](=[O:12])[NH:7][C:6]=4[N:13]=3)[N:28]=2)=[CH:33][CH:34]=1 |f:1.2.3,5.6|. Procedure: 100 mg (0.275 mmol) of the compound from Example 9A were dissolved in 0.55 ml of DMF, 25 mg (0.329 mmol) of sodium sulfide were added and the mixture was stirred at RT overnight. The reaction solution was then diluted with 1 ml of DMF, 74 mg (0.302 mmol) of 4-(chloromethyl)-2-(4-chlorophenyl)-1,3-thiazole and 69 mg (0.825 mmol) of sodium bicarbonate were added and the mixture was stirred at RT for 45 min. Water was added to the reaction mixture. The precipitate formed was triturated with THF/Met... The reactants are FC=1C=C(COC2=C(C=C(C=C2)NC2=NC=NC3=CC=C(C=C23)C2=CC=C(O2)C=O)Cl)C=CC1 (5-(4-(4-(3-fluorobenzyloxy)-3-chlorophenylamino)quinazolin-6-yl)furan-2-carbaldehyde), CCN(C(C)C)C(C)C (DIPEA), CC(=O)O (HOAc), NCCP(OC)(OC)=O (dimethyl 2-aminoethylphosphonate), [BH-](OC(=O)C)(OC(=O)C)OC(=O)C.[Na+] (NaBH(OAc)3), [OH-].[Na+] (NaOH). The solvent is ClCCCl (DCE). Run at time 30 minute. Yields the product ClC=1C=C(C=CC1OCC1=CC(=CC=C1)F)NC1=NC=NC2=CC=C(C=C12)C1=CC=C(O1)CNCCP(OC)(OC)=O (dimethyl 2-((5-(4-(3-chloro-4-(3-fluorobenzyloxy)phenylamino)quinazolin-6-yl)furan-2-yl)methylamino)ethylphosphonate). As a reaction SMILES: [NH2:1][CH2:2][CH2:3][P:4](=[O:9])([O:7][CH3:8])[O:5][CH3:6].[F:10][C:11]1[CH:12]=[C:13]([CH:41]=[CH:42][CH:43]=1)[CH2:14][O:15][C:16]1[CH:21]=[CH:20][C:19]([NH:22][C:23]2[C:32]3[C:27](=[CH:28][CH:29]=[C:30]([C:33]4[O:37][C:36]([CH:38]=O)=[CH:35][CH:34]=4)[CH:31]=3)[N:26]=[CH:25][N:24]=2)=[CH:18][C:17]=1[Cl:40].CCN(C(C)C)C(C)C.CC(O)=O.[BH-](OC(C)=O)(OC(C)=O)OC(C)=O.[Na+].[OH-].[Na+]>ClCCCl>[Cl:40][C:17]1[CH:18]=[C:19]([NH:22][C:23]2[C:32]3[C:27](=[CH:28][CH:29]=[C:30]([C:33]4[O:37][C:36]([CH2:38][NH:1][CH2:2][CH2:3][P:4](=[O:9])([O:7][CH3:8])[O:5][CH3:6])=[CH:35][CH:34]=4)[CH:31]=3)[N:26]=[CH:25][N:24]=2)[CH:20]=[CH:21][C:16]=1[O:15][CH2:14][C:13]1[CH:41]=[CH:42][CH:43]=[C:11]([F:10])[CH:12]=1 |f:4.5,6.7|. Procedure: To a suspension of compound 6.2 (153 mg, 1 mmol) and the compound 1.7 (473 mg, 1 mmol) in DCE (5 mL) was added DIPEA (1.5 mmol) and HOAc (1.5 mmol). After stirring the mixture for 30 minutes, 2.0 mmol of NaBH(OAc)3 was added followed by Stirring the mixture overnight. 1.0 mL of 5M NaOH was added and the mixture was extracted with DCM (2×20 mL). Combined organics was washed with brine and dried over MgSO4. Filtration and concentration followed by purification through flash column chromatography o... Starting materials: NC1=C(C(=NC2=CC=CC(=C12)OC[C@H](C)N)C)C(=O)OCC ((S)-ethyl 4-amino-5-(2-aminopropoxy)-2-methylquinoline-3-carboxylate), O1C2=C(OCC1)C=C(C=C2)C(=O)O (2,3-dihydrobenzo[b][1,4]dioxine-6-carboxylic acid). Product: NC1=C(C(=NC2=CC=CC(=C12)OC[C@H](C)NC(=O)C1=CC2=C(OCCO2)C=C1)C)C(=O)OCC ((S)-ethyl 4-amino-5-(2-(2,3-dihydrobenzo[b][1,4]dioxine-6-carboxamido)-propoxy)-2-methylquinoline-3-carboxylate). As a reaction SMILES: [NH2:1][C:2]1[C:11]2[C:6](=[CH:7][CH:8]=[CH:9][C:10]=2[O:12][CH2:13][C@@H:14]([NH2:16])[CH3:15])[N:5]=[C:4]([CH3:17])[C:3]=1[C:18]([O:20][CH2:21][CH3:22])=[O:19].[O:23]1[CH2:28][CH2:27][O:26][C:25]2[CH:29]=[C:30]([C:33](O)=[O:34])[CH:31]=[CH:32][C:24]1=2>>[NH2:1][C:2]1[C:11]2[C:6](=[CH:7][CH:8]=[CH:9][C:10]=2[O:12][CH2:13][C@@H:14]([NH:16][C:33]([C:30]2[CH:31]=[CH:32][C:24]3[O:23][CH2:28][CH2:27][O:26][C:25]=3[CH:29]=2)=[O:34])[CH3:15])[N:5]=[C:4]([CH3:17])[C:3]=1[C:18]([O:20][CH2:21][CH3:22])=[O:19]. Procedure details: Prepared as in Example 24a from (S)-ethyl 4-amino-5-(2-aminopropoxy)-2-methyl-quinoline-3-carboxylate (Example 26b) and 2,3-dihydrobenzo[b][1,4]dioxine-6-carboxylic acid as brown solid. MS 466 (MH+).